From a dataset of the Open Reaction Database (ORD), a public repository of structured organic reaction records. describe an organic reaction: reactants, conditions, products, and yield Starting materials: [BH4-].[Li+] (lithium borohydride), C(C)OC([C@@H](C)OC1=NC(=NC(=C1)NS(=O)(=O)N1CCCC1)SCC1=C(C(=CC=C1)F)F)=O (2-[[2-[[(2,3-difluorophenyl)methyl]thio]-6-[(1-pyrrolidinylsulfonyl)amino]-4-pyrimidinyl]oxy]-(2R)-propanoic acid ethyl ester), product. Run in C1CCOC1 (THF), C1CCOC1 (THF). Yields the product CCOCC.CCCC(C)C (ether iso-hexane), title compound. RXN SMILES: [CH2:1]([O:3][C:4](=O)[C@H:5](OC1C=C(NS(N2CCCC2)(=O)=O)N=C(S[CH2:24][C:25]2[CH:30]=C[CH:28]=[C:27](F)[C:26]=2F)N=1)C)[CH3:2].[BH4-].[Li+]>C1COCC1>[CH3:2][CH2:1][O:3][CH2:4][CH3:5].[CH3:28][CH2:27][CH2:26][CH:25]([CH3:30])[CH3:24] |f:1.2,4.5|. Reported procedure: The title compound was prepared according to the procedure outlined in example 24 using a mixture of 2-[[2-[[(2,3-difluorophenyl)methyl]thio]-6-[(1-pyrrolidinylsulfonyl)amino]-4-pyrimidinyl]oxy]-(2R)-propanoic acid ethyl ester, (the product of step i) (0.38 g), THF (8 mL) and 2 M lithium borohydride in THF (1.3 mL). Purification was by reverse phase HPLC (symmetry as the stationary phase and TFA/acetonitrile as the mobile phase). The resulting oil was titurated with methanol, toluene, DCM, then ...